Task: describe an organic reaction: reactants, conditions, products, and yield. Dataset: the Open Reaction Database (ORD), a public repository of structured organic reaction records Reactants: C([O-])([O-])=O.[Na+].[Na+] (sodium carbonate), OCCCCCCCC1C(CCC1=O)C#N (2-(7-hydroxyheptyl)-3-oxocyclopentanecarbonitrile), C(CO)O (ethylene glycol), C1=CC=CC=C1 (benzene). Reagents/catalysts: C1(=CC=C(C=C1)S(=O)(=O)O)C (p-toluenesulphonic acid). The solvent is O (water). Yields the product C(#N)C1C(C2(OCCO2)CC1)CCCCCCCO (7-cyano-6-(7-hydroxyheptyl)-1,4-dioxaspiro[4,4]nonane). Yield: 80.6%. As a reaction SMILES: [OH:1][CH2:2][CH2:3][CH2:4][CH2:5][CH2:6][CH2:7][CH2:8][CH:9]1[C:13](=[O:14])[CH2:12][CH2:11][CH:10]1[C:15]#[N:16].[CH2:17](O)[CH2:18][OH:19].C1C=CC=CC=1.C(=O)([O-])[O-].[Na+].[Na+]>C1(C)C=CC(S(O)(=O)=O)=CC=1.O>[C:15]([CH:10]1[CH2:11][CH2:12][C:13]2([O:19][CH2:18][CH2:17][O:14]2)[CH:9]1[CH2:8][CH2:7][CH2:6][CH2:5][CH2:4][CH2:3][CH2:2][OH:1])#[N:16] |f:3.4.5|. Procedure details: A mixture of 2-(7-hydroxyheptyl)-3-oxocyclopentanecarbonitrile (20 g.), ethylene glycol (5.6 g.), p-toluenesulphonic acid (1 g.) and benzene 160 ml.) was heated to reflux for 210 minutes with continuous removal of water. The mixture was cooled to ambient temperature, anhydrous sodium carbonate was added and, after filtration through a bed of sodium carbonate, the solvent was removed under reduced pressure. The residue was distilled under reduced pressure to give 7-cyano-6-(7-hydroxyheptyl)-1,4-d... Reactants: CCN=C=NCCCN(C)C (EDCI), ON1N=NC2=C1C=CC=C2 (1-Hydroxybenzotriazole), ClC1=CC2=C(NC(=C2)C(=O)NC2C(N(C3=CC=CC=C3C2)C[C@@H]2OC(OC2)(C)C)=O)S1 (2-Chloro-N-{1-[(2,2-dimethyl-1,3-dioxolan-4(S)-yl)methyl]-2-oxo-1,2,3,4-tetrahydroquinolin-3(R,S)-yl}-6H-thieno[2,3-b]pyrrole-5-carboxamide), ClC1=CC2=C(NC(=C2)C(=O)NC2C(N(C3=CC=CC=C3C2)CC(CO)O)=O)S1 (2-Chloro-N-[1-(2,3-dihydroxypropyl)-2-oxo-1,2,3,4-tetrahydroquinolin-3-yl]-6H-thieno[2,3-b]pyrrole-5-carboxamide). Run in CCOC(=O)C (EtOAc), C(=O)(O)[O-].[Na+] (NaHCO3), CN(C)C=O (DMF). The product is ClC1=CC2=C(NC(=C2)C(=O)NC2C(N(C3=CC=CC=C3C2)CCN(C)C)=O)S1 (2-Chloro-N-{1-[2-(dimethylamino)ethyl]-2-oxo-1,2,3,4-tetrahydroquinolin-3-yl}-6H-thieno[2,3-b]pyrrole-5-carboxamide). The yield is 40.0%. RXN SMILES: ON1C2C=CC=CC=2N=N1.[Cl:11][C:12]1[S:41][C:15]2[NH:16][C:17]([C:19]([NH:21][CH:22]3[CH2:31][C:30]4[C:25](=[CH:26][CH:27]=[CH:28][CH:29]=4)[N:24]([CH2:32][C@H:33]4COC(C)(C)O4)[C:23]3=[O:40])=[O:20])=[CH:18][C:14]=2[CH:13]=1.ClC1S[C:46]2[NH:47][C:48](C(NC3CC4C(=CC=CC=4)N(CC(O)CO)C3=O)=O)=CC=2C=1.CCN=C=NCCCN(C)C>CN(C=O)C.CCOC(C)=O.C([O-])(O)=O.[Na+]>[Cl:11][C:12]1[S:41][C:15]2[NH:16][C:17]([C:19]([NH:21][CH:22]3[CH2:31][C:30]4[C:25](=[CH:26][CH:27]=[CH:28][CH:29]=4)[N:24]([CH2:32][CH2:33][N:47]([CH3:48])[CH3:46])[C:23]3=[O:40])=[O:20])=[CH:18][C:14]=2[CH:13]=1 |f:6.7|. Procedure: 1-Hydroxybenzotriazole (0.69 g, 0.51 mmol) was added to a solution of 3-amino-1-[2-(dimethylamino)ethyl]-3,4-dihydroquinolin-2(1H)-one (Method 10, 100 mg, 0.427 mmol) in DMF (3 mL) followed by 2-chloro-6H-thieno[2,3-b]pyrrole-5-carboxylic acid (Method 9, 86 mg, 0.42 mmol) and EDCI (0.98 g, 0.51 mmol). The reaction was diluted with EtOAc (40 mL) and sat. aqueous NaHCO3 (20 mL) and the separated organic layer was dried (MgSO4), filtered and evaporated to dryness. Purification by column chromatogra... Reactants: BrC=1C=CC2=C(C(=C(O2)C)OC(C)=O)C1 (acetic acid 5-bromo-2-methyl-benzofuran-3-yl ester), Cl (HCl). Run in CO (methanol). Reaction conditions: temperature 75 celsius. The product is BrC=1C=CC2=C(C(C(O2)C)=O)C1 (5-Bromo-2-methyl-benzofuran-3-one). Yield: 91.9%. RXN SMILES: [Br:1][C:2]1[CH:3]=[CH:4][C:5]2[O:9][C:8]([CH3:10])=[C:7]([O:11]C(=O)C)[C:6]=2[CH:15]=1.Cl>CO>[Br:1][C:2]1[CH:3]=[CH:4][C:5]2[O:9][CH:8]([CH3:10])[C:7](=[O:11])[C:6]=2[CH:15]=1. Procedure: A suspension of acetic acid 5-bromo-2-methyl-benzofuran-3-yl ester (18.9 g, 70.4 mmol) in methanol (232 mL) and a I M aqueous HCl solution (44 mL) is heated under reflux (75° C.) for 7 h. After cooling to room temperature the reaction mixture is concentrated by rotary evaporation. The residue is diluted with water and extracted three times with diethyl ether. The combined organic layers are washed with water, brine, dried over Na2SO4, filtered and concentrated at reduced pressure to afford the t... Starting materials: C(C1=CC=CC=C1)[Mg]Cl (benzyl magnesium chloride), BrC1=CC=C2C(=CC=NC2=C1)C=1C(=NN2C1C=CC=C2)C2=NC(=CC=C2)C (7-bromo-4-[2-(6-methyl-pyridin-2-yl)-pyrazolo[1,5-a]pyridin-3-yl]-quinoline). Reagents/catalysts: Cl[Pd]([P](C1=CC=CC=C1)(C2=CC=CC=C2)C3=CC=CC=C3)([P](C4=CC=CC=C4)(C5=CC=CC=C5)C6=CC=CC=C6)Cl (Pd(PPh3)2Cl2), [Cl-].[Zn+2].[Cl-] (zinc chloride). Conditions: time 48 hour. The product is C(C1=CC=CC=C1)C1=CC=C2C(=CC=NC2=C1)C=1C(=NN2C1C=CC=C2)C2=NC(=CC=C2)C (7-Benzyl-4-[2-(6-methyl-pyridin-2-yl)-pyrazolo[1,5-a]pyridin-3-yl]-quinoline). The yield is 39.1%. Reaction SMILES: [CH2:1]([Mg]Cl)[C:2]1[CH:7]=[CH:6][CH:5]=[CH:4][CH:3]=1.Br[C:11]1[CH:20]=[C:19]2[C:14]([C:15]([C:21]3[C:22]([C:30]4[CH:35]=[CH:34][CH:33]=[C:32]([CH3:36])[N:31]=4)=[N:23][N:24]4[CH:29]=[CH:28][CH:27]=[CH:26][C:25]=34)=[CH:16][CH:17]=[N:18]2)=[CH:13][CH:12]=1>[Cl-].[Zn+2].[Cl-].Cl[Pd](Cl)([P](C1C=CC=CC=1)(C1C=CC=CC=1)C1C=CC=CC=1)[P](C1C=CC=CC=1)(C1C=CC=CC=1)C1C=CC=CC=1>[CH2:1]([C:11]1[CH:20]=[C:19]2[C:14]([C:15]([C:21]3[C:22]([C:30]4[CH:35]=[CH:34][CH:33]=[C:32]([CH3:36])[N:31]=4)=[N:23][N:24]4[CH:29]=[CH:28][CH:27]=[CH:26][C:25]=34)=[CH:16][CH:17]=[N:18]2)=[CH:13][CH:12]=1)[C:2]1[CH:7]=[CH:6][CH:5]=[CH:4][CH:3]=1 |f:2.3.4,^1:42,61|. Procedure details: Bubble nitrogen gas through 1 mL of THF for 10 minutes. Add benzyl magnesium chloride (2M in THF, 0.12 mL, 0.24 mmol), zinc chloride (1M in diethyl ether, 0.26 mL, 0.26 mmol). Bubble with nitrogen gas for 15 minutes. Add Pd(PPh3)2Cl2 (4 mg, 0.006 mmol), 7-bromo-4-[2-(6-methyl-pyridin-2-yl)-pyrazolo[1,5-a]pyridin-3-yl]-quinoline (0.05 g, 0.12 mmol). Stir at room temperature for 48 hours. Quench with aqueous saturated NH4Cl solution. Evaporate the solvent in vacuo. Add methylene chloride. Filter t... Starting materials: CN[C@@H]1CC[C@H](CC1)C#CCO (trans-3-(4-Methylamino-cyclohexyl)-prop-2-yn-1-ol), BrC1=NC=C(C=N1)Br (2,5-dibromo-pyrimidine), C(C)N(C(C)C)C(C)C (N-ethyldiisopropylamine). Run at temperature 80 celsius. The product is BrC=1C=NC(=NC1)N([C@@H]1CC[C@H](CC1)C#CCO)C (trans-3-{4-[(5-Bromo-pyrimidin-2-yl)-methyl-amino]-cyclohexyl}-prop-2-yn-1-ol). The yield is 72.8%. RXN SMILES: [CH3:1][NH:2][C@H:3]1[CH2:8][CH2:7][C@H:6]([C:9]#[C:10][CH2:11][OH:12])[CH2:5][CH2:4]1.Br[C:14]1[N:19]=[CH:18][C:17]([Br:20])=[CH:16][N:15]=1.C(N(C(C)C)C(C)C)C>>[Br:20][C:17]1[CH:16]=[N:15][C:14]([N:2]([CH3:1])[C@H:3]2[CH2:4][CH2:5][C@H:6]([C:9]#[C:10][CH2:11][OH:12])[CH2:7][CH2:8]2)=[N:19][CH:18]=1. Procedure: A mixture of 0.51 g (3.05 mmol) trans-3-(4-Methylamino-cyclohexyl)-prop-2-yn-1-ol, 0.87 g (3.66 mmol) 2,5-dibromo-pyrimidine [Brown, Desmond J.; Arantz, B. W., Pyrimidine reactions. XXII. Relative reactivities of corresponding chloro-, bromo-, and iodopyrimidines in aminolysis. J. Chem. Soc. C (1971), Issue 10, 1889–91] and 1.78 ml (10.34 mmol) N-ethyldiisopropylamine was heated for 2.5 h at 80° C. The reaction was cooled, evaporated and partitioned between aqueous saturated NaHCO3/Et2O (3×). Th...